This data is from the Open Reaction Database (ORD), a public repository of structured organic reaction records. The task is: describe an organic reaction: reactants, conditions, products, and yield Reactants: C(CCC)[Li] (n-Butyllithium), C(C#C)(=O)OCC (ethyl propiolate), O=C1CCN(CC1)C(=O)OC(C)(C)C (1,1-dimethylethyl 4-oxo-1-piperidinecarboxylate), C(C)(=O)O (acetic acid). Run in O1CCCC1 (tetrahydrofuran), O1CCCC1 (tetrahydrofuran), O1CCCC1 (tetrahydrofuran). Conditions: temperature -70 celsius, time 10 minute. Yields the product C(C)OC(C#CC1(CCN(CC1)C(=O)OC(C)(C)C)O)=O (1,1-Dimethylethyl 4-(3-ethoxy-3-oxo-1-propynyl)-4-hydroxy-1-piperidinecarboxylate). The yield is 105.6%. As a reaction SMILES: C([Li])CCC.[C:6]([O:10][CH2:11][CH3:12])(=[O:9])[C:7]#[CH:8].[O:13]=[C:14]1[CH2:19][CH2:18][N:17]([C:20]([O:22][C:23]([CH3:26])([CH3:25])[CH3:24])=[O:21])[CH2:16][CH2:15]1.C(O)(=O)C>O1CCCC1>[CH2:11]([O:10][C:6](=[O:9])[C:7]#[C:8][C:14]1([OH:13])[CH2:15][CH2:16][N:17]([C:20]([O:22][C:23]([CH3:25])([CH3:24])[CH3:26])=[O:21])[CH2:18][CH2:19]1)[CH3:12]. Reported procedure: n-Butyllithium (175 ml, 0.28 mol) was added dropwise over 45 minutes to a stirred, cooled (−70° C.) solution of ethyl propiolate (32 ml, 0.32 mol) in tetrahydrofuran (250 ml). The mixture was stirred at −70° C. for 10 minutes, then a solution of 1,1-dimethylethyl 4-oxo-1-piperidinecarboxylate (18.6 g, 0.093 mol) in tetrahydrofuran (250 ml) was added dropwise over 1 hour maintaining the internal temperature below −70° C. The mixture was stirred at −70° C. for 1 hour and then acetic acid (21 ml) i... Reactants: C1=C(CCC2=CC=CC=C12)N1CCC1 (1-(3,4-Dihydro-2-naphthalenyl)azetidine), [H][H] (hydrogen). Procedure details: The crude product from Step 1 was dissolved in methanol (1 litre) and reduced at room temperature over platinum oxide (5 g) with hydrogen at 120 p.s.i. (about 8.3×105Pa). After 21/2 h, the solution was filtered and evaporated in vacuo. The residue was purified by chromatography (silica; methanol) to give the product (2.5 g as an oil). The reagents and catalysts are [Pt]=O (platinum oxide). Yields the product C1C(CCC2=CC=CC=C12)N1CCC1 (1-(1,2,3,4-Tetrahydro-2-naphthalenyl)azetidine). Run in CO (methanol). As a reaction SMILES: [CH:1]1[C:10]2[C:5](=[CH:6][CH:7]=[CH:8][CH:9]=2)[CH2:4][CH2:3][C:2]=1[N:11]1[CH2:14][CH2:13][CH2:12]1.[H][H]>CO.[Pt]=O>[CH2:1]1[C:10]2[C:5](=[CH:6][CH:7]=[CH:8][CH:9]=2)[CH2:4][CH2:3][CH:2]1[N:11]1[CH2:14][CH2:13][CH2:12]1. The reactants are COc1ccc(-c2cccc(C#N)c2)cc1CNC1CCC(N(C)C(=O)OC(C)(C)C)CC1, O=C(Cl)c1sc2cccc(F)c2c1Cl. The product is COc1ccc(-c2cccc(C#N)c2)cc1CN(C(=O)c1sc2cccc(F)c2c1Cl)C1CCC(N(C)C(=O)OC(C)(C)C)CC1. Reaction SMILES: [C:1](#[N:2])[c:3]1[cH:4][c:5](-[c:9]2[cH:10][c:11]([CH2:17][NH:18][CH:19]3[CH2:20][CH2:21][CH:22]([N:25]([C:26]([O:27][C:28]([CH3:29])([CH3:30])[CH3:31])=[O:32])[CH3:33])[CH2:23][CH2:24]3)[c:12]([O:15][CH3:16])[cH:13][cH:14]2)[cH:6][cH:7][cH:8]1.[Cl:34][c:35]1[c:36]2[c:37]([s:38][c:39]1[C:40](=[O:41])[Cl:42])[cH:43][cH:44][cH:45][c:46]2[F:47]>>[C:1](#[N:2])[c:3]1[cH:4][c:5](-[c:9]2[cH:10][c:11]([CH2:17][N:18]([CH:19]3[CH2:20][CH2:21][CH:22]([N:25]([C:26]([O:27][C:28]([CH3:29])([CH3:30])[CH3:31])=[O:32])[CH3:33])[CH2:23][CH2:24]3)[C:40]([c:39]3[c:35]([Cl:34])[c:36]4[c:37]([s:38]3)[cH:43][cH:44][cH:45][c:46]4[F:47])=[O:41])[c:12]([O:15][CH3:16])[cH:13][cH:14]2)[cH:6][cH:7][cH:8]1. The reactants are BrC=1C=C2C=3N(C(C(NC3C1)=O)=O)C(CC2)CC(=O)O (9-bromo-5-carboxymethyl-6,7-dihydro-1H, 5H-pyrido[1,2,3-de]quinoxaline-2,3-dione), COC=1C=C(N)C=CC1 (m-methoxyaniline). The product is BrC=1C=C2C=3N(C(C(NC3C1)=O)=O)C(CC2)CC(NC2=CC(=CC=C2)OC)=O (9-Bromo-5-(m-methoxyphenylcarbamoylmethyl)-6,7-dihydro-1H, 5H-pyrido[1,2,3-de]quinoxaline-2,3-dione). Yield: 96.8%. Reaction SMILES: [Br:1][C:2]1[CH:3]=[C:4]2[CH2:16][CH2:15][CH:14]([CH2:17][C:18]([OH:20])=O)[N:6]3[C:7](=[O:13])[C:8](=[O:12])[NH:9][C:10]([CH:11]=1)=[C:5]23.[CH3:21][O:22][C:23]1[CH:24]=[C:25]([CH:27]=[CH:28][CH:29]=1)[NH2:26]>>[Br:1][C:2]1[CH:3]=[C:4]2[CH2:16][CH2:15][CH:14]([CH2:17][C:18](=[O:20])[NH:26][C:25]3[CH:27]=[CH:28][CH:29]=[C:23]([O:22][CH3:21])[CH:24]=3)[N:6]3[C:7](=[O:13])[C:8](=[O:12])[NH:9][C:10]([CH:11]=1)=[C:5]23. Procedure details: A procedure similar to that described in Example 5 was carried out with 9-bromo-5-carboxymethyl-6,7-dihydro-1H, 5H-pyrido[1,2,3-de]quinoxaline-2,3-dione (150 mg, 0.442 mmol) and m-methoxyaniline (76 mg, 0.62 mmol) to give 190 mg of the title compound (95%): mp 151°~154° C.; 1H NMR (270 MHz, DMSO-d6) δ12.07 (s, 1H), 10.00 (s, 1H), 7.27 (d, 1H, J=2 Hz), 7.24 (bs, 1H), 7.20 (t, 1H, J=8.1 Hz), 7.16 (bs, 1H), 6.64 (dd, 1H, J=8.1, 2 Hz), 6.88 (d, 2H, J =9 Hz), 5.16~5.17 (m, 1H), 3.72 (s, 3H), 3.05 (dd... The reactants are ClC1=CC=C2C(=CNC2=C1)C(=O)N1CCC(CC1)N1C(NC2=C1C=CC=C2)=O (1-[1-(6-chloro-1H-indole-3-carbonyl)-piperidin-4-yl]-1,3-dihydro-benzoimidazol-2-one), [H-].[Na+] (NaH), ClCC(=O)N(CC)CC (2-chloro-N,N-diethyl-acetamide). Run in CN(C)C=O (DMF). The product is ClC1=CC=C2C(=CN(C2=C1)CC(=O)N(CC)CC)C(=O)N1CCC(CC1)N1C(N(C2=C1C=CC=C2)CC(N(CC)CC)=O)=O (2-{6-Chloro-3-[4-(3-diethylcarbamoylmethyl-2-oxo-2,3-dihydro-benzoimidazol-1-yl)-piperidine-1-carbonyl]-indol-1-yl}-N,N-diethyl-acetamide). Reaction SMILES: [Cl:1][C:2]1[CH:10]=[C:9]2[C:5]([C:6]([C:11]([N:13]3[CH2:18][CH2:17][CH:16]([N:19]4[C:23]5[CH:24]=[CH:25][CH:26]=[CH:27][C:22]=5[NH:21][C:20]4=[O:28])[CH2:15][CH2:14]3)=[O:12])=[CH:7][NH:8]2)=[CH:4][CH:3]=1.[H-].[Na+].Cl[CH2:32][C:33]([N:35]([CH2:38][CH3:39])[CH2:36][CH3:37])=[O:34]>CN(C=O)C>[Cl:1][C:2]1[CH:10]=[C:9]2[C:5]([C:6]([C:11]([N:13]3[CH2:18][CH2:17][CH:16]([N:19]4[C:23]5[CH:24]=[CH:25][CH:26]=[CH:27][C:22]=5[N:21]([CH2:6][C:11](=[O:12])[N:13]([CH2:18][CH3:17])[CH2:14][CH3:15])[C:20]4=[O:28])[CH2:15][CH2:14]3)=[O:12])=[CH:7][N:8]2[CH2:32][C:33]([N:35]([CH2:38][CH3:39])[CH2:36][CH3:37])=[O:34])=[CH:4][CH:3]=1 |f:1.2|. Procedure: To a stirred solution of 30 mg of 1-[1-(6-chloro-1H-indole-3-carbonyl)-piperidin-4-yl]-1,3-dihydro-benzoimidazol-2-one in 1 ml of DMF were added 1.1 eq. of NaH (55% in oil). The reaction mixture was stirred for 30 min. before the addition of 1.2 eq. of 2-chloro-N,N-diethyl-acetamide. The crude reaction mixture was purified by preparative HPLC to afforded 6 mg of the title compound as a white powder. The reactants are Brc1ccc2c(c1)CCC=C2n1ccnc1, CN1CCCC1=O, N#C[Cu]. Product: N#Cc1ccc2c(c1)CCC=C2n1ccnc1. As a reaction SMILES: [Br:1][c:2]1[cH:3][c:4]2[c:9]([cH:10][cH:11]1)[C:8]([n:12]1[cH:13][n:14][cH:15][cH:16]1)=[CH:7][CH2:6][CH2:5]2.[CH3:20][N:21]1[CH2:22][CH2:23][CH2:24][C:25]1=[O:26].[Cu:17][C:18]#[N:19]>>[c:2]1([C:18]#[N:19])[cH:3][c:4]2[c:9]([cH:10][cH:11]1)[C:8]([n:12]1[cH:13][n:14][cH:15][cH:16]1)=[CH:7][CH2:6][CH2:5]2. Reactants: C(CC)C1=NC2=C(N1CC1=CC=C(C=C1)C=1C(=CC=CC1)C(=O)OC(C)(C)C)C=C(C=C2)N2C(NC(C2=O)C)=O (tert.-butyl 4'-[[2-n-propyl-6-(5-methyl-imidazolidin-2,4-dion-3-yl)-benzimidazol-1-yl]methyl]biphenyl-2-carboxylate), FC(C(=O)O)(F)F (trifluoroacetic acid). Run in C(Cl)Cl (methylene chloride). The product is C(CC)C1=NC2=C(N1CC1=CC=C(C=C1)C=1C(=CC=CC1)C(=O)O)C=C(C=C2)N2C(NC(C2=O)C)=O (4'-[[2-n-Propyl-6-(5-methyl-imidazolidin-2,4-dion-3-yl)-benzimidazol-1-yl]methyl]biphenyl-2-carboxylic acid). Reaction SMILES: [CH2:1]([C:4]1[N:8]([CH2:9][C:10]2[CH:15]=[CH:14][C:13]([C:16]3[C:17]([C:22]([O:24]C(C)(C)C)=[O:23])=[CH:18][CH:19]=[CH:20][CH:21]=3)=[CH:12][CH:11]=2)[C:7]2[CH:29]=[C:30]([N:33]3[C:37](=[O:38])[CH:36]([CH3:39])[NH:35][C:34]3=[O:40])[CH:31]=[CH:32][C:6]=2[N:5]=1)[CH2:2][CH3:3].FC(F)(F)C(O)=O>C(Cl)Cl>[CH2:1]([C:4]1[N:8]([CH2:9][C:10]2[CH:15]=[CH:14][C:13]([C:16]3[C:17]([C:22]([OH:24])=[O:23])=[CH:18][CH:19]=[CH:20][CH:21]=3)=[CH:12][CH:11]=2)[C:7]2[CH:29]=[C:30]([N:33]3[C:37](=[O:38])[CH:36]([CH3:39])[NH:35][C:34]3=[O:40])[CH:31]=[CH:32][C:6]=2[N:5]=1)[CH2:2][CH3:3]. Procedure: Prepared analogously to Example 1 from tert.-butyl 4'-[[2-n-propyl-6-(5-methyl-imidazolidin-2,4-dion-3-yl)-benzimidazol-1-yl]methyl]biphenyl-2-carboxylate and trifluoroacetic acid in methylene chloride.